This data is from the Open Reaction Database (ORD), a public repository of structured organic reaction records. The task is: describe an organic reaction: reactants, conditions, products, and yield Reactants: O (water), C(=C/C1=CC=CC=C1)/C=1C(=C(C=CC1)SC1=C(C(=CC=C1)\C=C/C1=CC=CC=C1)O)O ((Z)-styryl 2-hydroxyphenylsulfide), N1=CC=CC=C1 (pyridine), C(C)(=O)OC(C)=O (acetic anhydride). Run in C(Cl)(Cl)Cl (chloroform). Reaction conditions: temperature 22 celsius, time 5 hour. Yields the product C(=C/C1=CC=CC=C1)/C=1C(=C(C=CC1)SC1=C(C(=CC=C1)\C=C/C1=CC=CC=C1)OC(C)=O)OC(C)=O ((Z)-styryl 2-acetoxyphenylsulfide). As a reaction SMILES: [CH:1](/[C:9]1[C:10]([OH:31])=[C:11]([S:15][C:16]2[CH:21]=[CH:20][CH:19]=[C:18](/[CH:22]=[CH:23]\[C:24]3[CH:29]=[CH:28][CH:27]=[CH:26][CH:25]=3)[C:17]=2[OH:30])[CH:12]=[CH:13][CH:14]=1)=[CH:2]/[C:3]1[CH:8]=[CH:7][CH:6]=[CH:5][CH:4]=1.N1[CH:37]=[CH:36]C=CC=1.[C:38](OC(=O)C)(=[O:40])[CH3:39].[OH2:45]>C(Cl)(Cl)Cl>[CH:22](/[C:18]1[C:17]([O:30][C:36](=[O:45])[CH3:37])=[C:16]([S:15][C:11]2[CH:12]=[CH:13][CH:14]=[C:9](/[CH:1]=[CH:2]\[C:3]3[CH:4]=[CH:5][CH:6]=[CH:7][CH:8]=3)[C:10]=2[O:31][C:38](=[O:40])[CH3:39])[CH:21]=[CH:20][CH:19]=1)=[CH:23]/[C:24]1[CH:29]=[CH:28][CH:27]=[CH:26][CH:25]=1. Procedure details: To a reaction mixture containing the (Z)-styryl 2-hydroxyphenylsulfide (5 mmol), anhydrous pyridine (5 mmol) and acetic anhydride (5 mmol) in dry chloroform (10 ml) is stirred for 5 hours at room temperature (22° C.). The reaction mixture is then diluted with water (20 ml) and shaken well in a separating funnel. The lower organic layer is collected and dried over anhydrous sodium sulfate. Evaporation of the chloroform in vacuum yields the corresponding (Z)-styryl 2-acetoxyphenylsulfide (I) as an... The product is COC(=O)c1ccc(C(C)NC(=O)c2cc(Cl)ccc2COc2cccc(F)c2F)cc1. Reaction SMILES: [Cl:1][c:2]1[cH:3][cH:4][c:5]([CH2:11][O:12][c:13]2[c:14]([F:20])[c:15]([F:19])[cH:16][cH:17][cH:18]2)[c:6]([C:7](=[O:8])[OH:9])[cH:10]1.[ClH:21].[NH2:22][CH:23]([CH3:24])[c:25]1[cH:26][cH:27][c:28]([C:29](=[O:30])[O:31][CH3:32])[cH:33][cH:34]1>>[Cl:1][c:2]1[cH:3][cH:4][c:5]([CH2:11][O:12][c:13]2[c:14]([F:20])[c:15]([F:19])[cH:16][cH:17][cH:18]2)[c:6]([C:7](=[O:9])[NH:22][CH:23]([CH3:24])[c:25]2[cH:26][cH:27][c:28]([C:29](=[O:30])[O:31][CH3:32])[cH:33][cH:34]2)[cH:10]1. Starting materials: O=C(O)c1cc(Cl)ccc1COc1cccc(F)c1F, Cl, COC(=O)c1ccc(C(C)N)cc1. Reactants: C(C)OC(CC(=O)C=CC1=CC=CS1)=O ((2-thenylidene) acetoacetic acid ethyl ester), C(C)OC(CC(N)=N)=O (amidinoacetic acid ethyl ester). Solvent: C(C)O (ethanol), C(C)O (ethanol). Product: C(C)OC(=O)C1=C(NC(=C(C1CC1=CC=CS1)C(=O)OCC)C)N (2-amino-6-methyl-4-(2-thenyl)-1,4-dihydropyridine-3,5-dicarboxylic acid diethyl ester). The yield is 73.0%. As a reaction SMILES: C(O[C:4](=O)[CH2:5][C:6]([CH:8]=[CH:9][C:10]1[S:14][CH:13]=[CH:12][CH:11]=1)=O)C.[CH2:16]([O:18][C:19](=[O:24])[CH2:20][C:21](=[NH:23])[NH2:22])[CH3:17]>C(O)C>[CH2:16]([O:18][C:19]([C:20]1[CH:8]([CH2:9][C:10]2[S:14][CH:13]=[CH:12][CH:11]=2)[C:6]([C:19]([O:18][CH2:16][CH3:17])=[O:24])=[C:5]([CH3:4])[NH:23][C:21]=1[NH2:22])=[O:24])[CH3:17]. Procedure details: Upon heating a solution of 12.2 g of (2-thenylidene) acetoacetic acid ethyl ester and 6.5 g of amidinoacetic acid ethyl ester in 100 ml of ethanol for 4 hours, 2-amino-6-methyl-4-(2-thenyl)-1,4-dihydropyridine-3,5-dicarboxylic acid diethyl ester of melting point 170°C (ethanol) is obtained. The reactants are CC(C)C1CCN(CCNC(=O)n2ccnc2)CC1, CCNC(=O)C1OC(n2cnc3c(NCC(c4ccccc4)c4ccccc4)nc(C(=O)NCCN)nc32)C(O)C1O. The product is CCNC(=O)C1OC(n2cnc3c(NCC(c4ccccc4)c4ccccc4)nc(C(=O)NCCNC(=O)NCCN4CCC(C(C)C)CC4)nc32)C(O)C1O. As a reaction SMILES: [CH:43]([CH3:44])([CH3:45])[CH:46]1[CH2:47][CH2:48][N:49]([CH2:52][CH2:53][NH:54][C:55](=[O:56])[n:57]2[cH:58][cH:59][n:60][cH:61]2)[CH2:50][CH2:51]1.[NH2:1][CH2:2][CH2:3][NH:4][C:5](=[O:6])[c:7]1[n:8][c:9]([NH:28][CH2:29][CH:30]([c:31]2[cH:32][cH:33][cH:34][cH:35][cH:36]2)[c:37]2[cH:38][cH:39][cH:40][cH:41][cH:42]2)[c:10]2[n:11][cH:12][n:13]([CH:16]3[O:17][CH:18]([C:23](=[O:24])[NH:25][CH2:26][CH3:27])[CH:19]([OH:22])[CH:20]3[OH:21])[c:14]2[n:15]1>>[NH:1]([CH2:2][CH2:3][NH:4][C:5](=[O:6])[c:7]1[n:8][c:9]([NH:28][CH2:29][CH:30]([c:31]2[cH:32][cH:33][cH:34][cH:35][cH:36]2)[c:37]2[cH:38][cH:39][cH:40][cH:41][cH:42]2)[c:10]2[n:11][cH:12][n:13]([CH:16]3[O:17][CH:18]([C:23](=[O:24])[NH:25][CH2:26][CH3:27])[CH:19]([OH:22])[CH:20]3[OH:21])[c:14]2[n:15]1)[C:55]([NH:54][CH2:53][CH2:52][N:49]1[CH2:48][CH2:47][CH:46]([CH:43]([CH3:44])[CH3:45])[CH2:51][CH2:50]1)=[O:56]. The reactants are CC(C)(C)c1cc(Br)cc2c1OCC2(C)C, O=C=O, [Li]CCCC, C1CCOC1. The product is CC(C)(C)c1cccc2c1OCC2(C)C. As a reaction SMILES: [Br:1][c:2]1[cH:3][c:4]2[c:5]([c:11]([C:13]([CH3:14])([CH3:15])[CH3:16])[cH:12]1)[O:6][CH2:7][C:8]2([CH3:9])[CH3:10].[C:22](=[O:23])=[O:24].[CH2:17]([Li:18])[CH2:19][CH2:20][CH3:21].[CH2:25]1[O:26][CH2:27][CH2:28][CH2:29]1>>[cH:2]1[cH:3][c:4]2[c:5]([c:11]([C:13]([CH3:14])([CH3:15])[CH3:16])[cH:12]1)[O:6][CH2:7][C:8]2([CH3:9])[CH3:10]. The reactants are Cc1nc2n(C)c(C)cn2c(=O)c1CCBr, CC(C)NC(C)C, CCO, c1ccc2c(c1)ccn2C1CCNCC1. Product: Cc1nc2n(C)c(C)cn2c(=O)c1CCN1CCC(n2ccc3ccccc32)CC1. Reaction SMILES: [Br:1][CH2:2][CH2:3][c:4]1[c:5]([CH3:16])[n:6][c:7]2[n:8]([c:9]1=[O:10])[cH:11][c:12]([CH3:15])[n:13]2[CH3:14].[CH3:32][CH:33]([NH:34][CH:35]([CH3:36])[CH3:37])[CH3:38].[CH3:39][CH2:40][OH:41].[NH:17]1[CH2:18][CH2:19][CH:20]([n:23]2[cH:24][cH:25][c:26]3[cH:27][cH:28][cH:29][cH:30][c:31]23)[CH2:21][CH2:22]1>>[CH2:2]([CH2:3][c:4]1[c:5]([CH3:16])[n:6][c:7]2[n:8]([c:9]1=[O:10])[cH:11][c:12]([CH3:15])[n:13]2[CH3:14])[N:17]1[CH2:18][CH2:19][CH:20]([n:23]2[cH:24][cH:25][c:26]3[cH:27][cH:28][cH:29][cH:30][c:31]23)[CH2:21][CH2:22]1.